Dataset: the Open Reaction Database (ORD), a public repository of structured organic reaction records. Task: describe an organic reaction: reactants, conditions, products, and yield Starting materials: anhydride, C(C)N(C1=CC=C(C=C1)N=NC1=CC(=C(C=C1)C(=O)O)C(=O)O)CC (N,N-diethyl-4(3,4-dicarboxyphenylazo)aniline), CO (methanol). The product is C(C)N(C1=CC=C(C=C1)N=NC1=CC(=C(C=C1)C(=O)OC)C(=O)O)CC (N,N-diethyl-4(3-carboxy-4-carbomethoxyphenylazo)aniline). RXN SMILES: [CH2:1]([N:3]([CH2:24][CH3:25])[C:4]1[CH:9]=[CH:8][C:7]([N:10]=[N:11][C:12]2[CH:17]=[CH:16][C:15]([C:18]([OH:20])=[O:19])=[C:14]([C:21]([OH:23])=[O:22])[CH:13]=2)=[CH:6][CH:5]=1)[CH3:2].[CH3:26]O>>[CH2:24]([N:3]([CH2:1][CH3:2])[C:4]1[CH:9]=[CH:8][C:7]([N:10]=[N:11][C:12]2[CH:17]=[CH:16][C:15]([C:18]([O:20][CH3:26])=[O:19])=[C:14]([C:21]([OH:23])=[O:22])[CH:13]=2)=[CH:6][CH:5]=1)[CH3:25]. Procedure details: 1.6 parts of the anhydride of N,N-diethyl-4(3,4-dicarboxyphenylazo)aniline, (Dyestuff 3), is dissolved in 25 parts of methanol and the solution heated under reflux for 2 hours. The solution is then evaporated in vacuo to give N,N-diethyl-4(3-carboxy-4-carbomethoxyphenylazo)aniline which gives an orange solution in acetone with λmax 453. Procedure details: To a solution the compound (54 mg, 0.085 mmol) obtained from Step G was added HCl in dioxane (4.0 M, 0.38 mL, 1.5 mmol) and 2 drops of methanol. The mixture was stirred at rt overnight. Solvent was removed to give a white solid as product in quantitative yield. 1HNMR (300 MHz, CDOD3) δ 9.35 (s, 2H), 9.07 (s, 2H), 7.80 (d, 2H, J=8.5 Hz), 7.47 (d, 2H, J=6.6 Hz), 7.30–7.16 (m, 5H), 4.96 (t, 1H, J=7.3 Hz), 4.42–4.23 (m, 3H), 3.24 (m, 1H), 2.60 (m, 2H), 2.2–1.6 (m, 12H). MS m/e 533.4 (M+H). Reactants: C(C)(C)(C)OC(NC(=N)C1=CC=C(C=C1)CNC(=O)[C@@H]1C[C@H](C=2N1C(C(=NC2Cl)NC2CCC2)=O)CCCC2=CC=CC=C2)=O ((6S, 8R)-{[4-({[1-Chloro-3-cyclobutylamino-4-oxo-8-(3-phenyl-propyl)-4,6,7,8-tetrahydro-pyrrolo[1,2-a]pyrazine-6-carbonyl]-amino}-methyl)-phenyl]-imino-methyl}-carbamic acid tert-butyl ester), Cl (HCl), O1CCOCC1 (dioxane). The reagents and catalysts are CO (methanol). The product is Cl.C(N)(=N)C1=CC=C(CNC(=O)[C@@H]2C[C@H](C=3N2C(C(=NC3Cl)NC3CCC3)=O)CCCC3=CC=CC=C3)C=C1 ((6S,8R)-1-Chloro-3-cyclobutylamino-4-oxo-8-(3-phenyl-propyl)-4,6,7,8-tetrahydro-pyrrolo[1,2-a]pyrazine-6-carboxylic acid 4-carbamimidoyl-benzylamide hydrochloride). Reaction conditions: time 8 hour. RXN SMILES: C(OC(=O)[NH:7][C:8]([C:10]1[CH:15]=[CH:14][C:13]([CH2:16][NH:17][C:18]([C@H:20]2[N:24]3[C:25](=[O:35])[C:26]([NH:30][CH:31]4[CH2:34][CH2:33][CH2:32]4)=[N:27][C:28]([Cl:29])=[C:23]3[C@H:22]([CH2:36][CH2:37][CH2:38][C:39]3[CH:44]=[CH:43][CH:42]=[CH:41][CH:40]=3)[CH2:21]2)=[O:19])=[CH:12][CH:11]=1)=[NH:9])(C)(C)C.Cl.O1CCOCC1>CO>[ClH:29].[C:8]([C:10]1[CH:11]=[CH:12][C:13]([CH2:16][NH:17][C:18]([C@H:20]2[N:24]3[C:25](=[O:35])[C:26]([NH:30][CH:31]4[CH2:34][CH2:33][CH2:32]4)=[N:27][C:28]([Cl:29])=[C:23]3[C@H:22]([CH2:36][CH2:37][CH2:38][C:39]3[CH:44]=[CH:43][CH:42]=[CH:41][CH:40]=3)[CH2:21]2)=[O:19])=[CH:14][CH:15]=1)(=[NH:7])[NH2:9] |f:4.5|. Starting materials: C(C)OC(=O)C1=NN(C(=C1)OCC(=O)N1[C@@H](CCC1)C(=O)OCC1=CC=CC=C1)C1=CC=CC=C1 (5-[2-((S)-2-benzyloxycarbonyl-pyrrolidin-1-yl)-2-oxo-ethoxy]-1-phenyl-1H-pyrazole-3-carboxylic acid ethyl ester). The reagents and catalysts are [Pd] (Pd/C). The solvent is C(C)(=O)OCC (ethyl acetate). Conditions: time 6 hour. The product is C(C)OC(=O)C1=NN(C(=C1)OCC(=O)N1[C@@H](CCC1)C(=O)O)C1=CC=CC=C1 (5-[2-((S)-2-Carboxy-pyrrolidin-1-yl)-2-oxo-ethoxy]-1-phenyl-1H-pyrazole-3-carboxylic acid ethyl ester). Reaction SMILES: [CH2:1]([O:3][C:4]([C:6]1[CH:10]=[C:9]([O:11][CH2:12][C:13]([N:15]2[CH2:19][CH2:18][CH2:17][C@H:16]2[C:20]([O:22]CC2C=CC=CC=2)=[O:21])=[O:14])[N:8]([C:30]2[CH:35]=[CH:34][CH:33]=[CH:32][CH:31]=2)[N:7]=1)=[O:5])[CH3:2]>C(OCC)(=O)C.[Pd]>[CH2:1]([O:3][C:4]([C:6]1[CH:10]=[C:9]([O:11][CH2:12][C:13]([N:15]2[CH2:19][CH2:18][CH2:17][C@H:16]2[C:20]([OH:22])=[O:21])=[O:14])[N:8]([C:30]2[CH:31]=[CH:32][CH:33]=[CH:34][CH:35]=2)[N:7]=1)=[O:5])[CH3:2]. Procedure: To a solution of 13.2 g 5-[2-((S)-2-benzyloxycarbonyl-pyrrolidin-1-yl)-2-oxo-ethoxy]-1-phenyl-1H-pyrazole-3-carboxylic acid ethyl ester in 100 ml ethyl acetate was added 1 g Pd/C (10%) and the resulting suspension stirred under an atmosphere of hydrogen (3 bar) for 6 h. The reaction mixture was filtered over a plug of Celite and washed with ethanol giving the crude product after evaporation of the solvents which was used without further purification. The reactants are NCCCCCCCN (1,7-diaminoheptane), C(=O)(OCC1=CC=CC=C1)Cl (CbzCl). Solvent: C(Cl)Cl.CO (CH2Cl2 MeOH), C(Cl)Cl (CH2Cl2). Yields the product C(C1=CC=CC=C1)OC(NCCCCCCCN)=O ((7-Amino-heptyl)-carbamic acid benzyl ester). The yield is 32.4%. RXN SMILES: [NH2:1][CH2:2][CH2:3][CH2:4][CH2:5][CH2:6][CH2:7][CH2:8][NH2:9].[C:10](Cl)([O:12][CH2:13][C:14]1[CH:19]=[CH:18][CH:17]=[CH:16][CH:15]=1)=[O:11]>C(Cl)Cl.CO.C(Cl)Cl>[CH2:13]([O:12][C:10](=[O:11])[NH:1][CH2:2][CH2:3][CH2:4][CH2:5][CH2:6][CH2:7][CH2:8][NH2:9])[C:14]1[CH:19]=[CH:18][CH:17]=[CH:16][CH:15]=1 |f:2.3|. Reported procedure: On an ice-water bath, to the solution of 1,7-diaminoheptane (1.433 g, 11 mmol) in CH2Cl2/MeOH (125 mL/125 mL) was added the solution of CbzCl (1.71 g, 10 mmol) in CH2Cl2 (250 mL) dropwise within 12 h while keeping the temperature below 5° C. The mixture was allowed to stir at the same temperature for another half of an hour before concentrated under reduced pressure to remove most of the MeOH. Water (150 mL) was then added, and the aqueous layer was adjusted to pH=2 using 6 N HCl. The layers wer... The reactants are COC(=O)C=1SC(=C(C1C1=CC=C(C=C1)C(C)(C)C)C#N)C(F)(F)F (3-(4-tert-butyl-phenyl)-4-cyano-5-trifluoromethyl-thiophene-2-carboxylic acid methyl ester), C(C)OC(=O)C=1SC(=C(C1C1=CC=C(C=C1)C1=C(C=CC=C1)SC)C#N)I (4-cyano-5-iodo-3-(2′-methylsulfanyl-biphenyl-4-yl)-thiophene-2-carboxylic acid ethyl ester). Product: C(C)OC(=O)C=1SC(=C(C1C1=CC=C(C=C1)C1=C(C=CC=C1)SC)C#N)C(F)(F)F (4-Cyano-3-(2′-methylsulfanyl-biphenyl-4-yl)-5-trifluoromethyl-thiophene-2-carboxylic acid ethyl ester). RXN SMILES: COC(C1SC([C:22]([F:25])([F:24])[F:23])=C(C#N)C=1C1C=CC(C(C)(C)C)=CC=1)=O.[CH2:26]([O:28][C:29]([C:31]1[S:32][C:33](I)=[C:34]([C:50]#[N:51])[C:35]=1[C:36]1[CH:41]=[CH:40][C:39]([C:42]2[CH:47]=[CH:46][CH:45]=[CH:44][C:43]=2[S:48][CH3:49])=[CH:38][CH:37]=1)=[O:30])[CH3:27]>>[CH2:26]([O:28][C:29]([C:31]1[S:32][C:33]([C:22]([F:25])([F:24])[F:23])=[C:34]([C:50]#[N:51])[C:35]=1[C:36]1[CH:41]=[CH:40][C:39]([C:42]2[CH:47]=[CH:46][CH:45]=[CH:44][C:43]=2[S:48][CH3:49])=[CH:38][CH:37]=1)=[O:30])[CH3:27]. Procedure details: Using a method substantially in accordance with the method of 3-(4-tert-butyl-phenyl)-4-cyano-5-trifluoromethyl-thiophene-2-carboxylic acid methyl ester starting with the compound, 4-cyano-5-iodo-3-(2′-methylsulfanyl-biphenyl-4-yl)-thiophene-2-carboxylic acid ethyl ester gives the title compound: 1H NMR (400 MHz, CDCl3) δ 7.82-7.47 (m, 8H), 4.27 (q, 2H, J=7.2 Hz), 2.38 (s, 3H), 1.22 (t, 3H, J=7.3 Hz). Reactants: C[Si](OC(O[Si](C)(C)C)[SiH2]CCC(C1=CC=CC=C1)Cl)(C)C (bis(trimethylsiloxy) methylsilylethyl benzyl chloride), CN(C)CC1=CC=CC=C1 (N,N-dimethylbenzylamine). Solvent: C(C)(C)O (isopropanol). Product: [Cl-].C[Si](OC(O[Si](C)(C)C)[SiH2]CCC(C1=CC=CC=C1)[N+](C)(C)CC1=CC=CC=C1)(C)C (bis(trimethylsiloxy)methylsilylethyl benzyl dimethyl benzyl ammonium chloride). Isolated yield 16.0%. RXN SMILES: [CH3:1][Si:2]([CH3:22])([CH3:21])[O:3][CH:4]([SiH2:10][CH2:11][CH2:12][CH:13]([Cl:20])[C:14]1[CH:19]=[CH:18][CH:17]=[CH:16][CH:15]=1)[O:5][Si:6]([CH3:9])([CH3:8])[CH3:7].[CH3:23][N:24]([CH2:26][C:27]1[CH:32]=[CH:31][CH:30]=[CH:29][CH:28]=1)[CH3:25]>C(O)(C)C>[Cl-:20].[CH3:1][Si:2]([CH3:22])([CH3:21])[O:3][CH:4]([SiH2:10][CH2:11][CH2:12][CH:13]([N+:24]([CH2:26][C:27]1[CH:32]=[CH:31][CH:30]=[CH:29][CH:28]=1)([CH3:25])[CH3:23])[C:14]1[CH:19]=[CH:18][CH:17]=[CH:16][CH:15]=1)[O:5][Si:6]([CH3:9])([CH3:8])[CH3:7] |f:3.4|. Procedure: A mixture of 3.74 bis(trimethylsiloxy) methylsilylethyl benzyl chloride and 1.38 g of N,N-dimethylbenzylamine in isopropanol was treated at 80° C. for 4 hours and then evaporated in vacuo. The resulting glassy material was treated 5 times with n-hexane and then crystallized from ethyl acetate-n-hexane. A yield of 0.8 g (16%) of Compound [IG] was obtained. The structure of the compound was confirmed by elemental analysis, infrared spectroscopy, mass spectroscopy and nmr. The nmr data showed: 7.7-... Reactants: ClC1=CC=C(C=C1)C1=NSC(=C1C(=O)OCC)C(F)(F)F (ethyl 3-(4-chlorophenyl)-5-(trifluoromethyl)-1,2-thiazole-4-carboxylate), CC(C)C[AlH]CC(C)C (DIBAL-H). The solvent is C1(=CC=CC=C1)C (toluene). Reaction conditions: temperature -78 celsius. Product: ClC1=CC=C(C=C1)C1=NSC(=C1CO)C(F)(F)F ([3-(4-chlorophenyl)-5-(trifluoromethyl)-1,2-thiazol-4-yl]methanol). RXN SMILES: [Cl:1][C:2]1[CH:7]=[CH:6][C:5]([C:8]2[C:12]([C:13](OCC)=[O:14])=[C:11]([C:18]([F:21])([F:20])[F:19])[S:10][N:9]=2)=[CH:4][CH:3]=1.CC(C[AlH]CC(C)C)C>C1(C)C=CC=CC=1>[Cl:1][C:2]1[CH:7]=[CH:6][C:5]([C:8]2[C:12]([CH2:13][OH:14])=[C:11]([C:18]([F:20])([F:19])[F:21])[S:10][N:9]=2)=[CH:4][CH:3]=1. Procedure: Into a 50-mL round-bottom flask (1 atm) purged and maintained with an inert atmosphere of nitrogen, was placed ethyl 3-(4-chlorophenyl)-5-(trifluoromethyl)-1,2-thiazole-4-carboxylate (1.0 g, 2.98 mmol, 1.00 equiv), toluene (5.0 mL). This was followed by the addition of DIBAL-H (20% in toluene) (4.23 g, 29.79 mmol, 2.00 equiv) dropwise with stirring at −78° C. The resulting solution was warmed to room temperature and stirred for 1 h at 30° C. The reaction progress was monitored by LCMS. The react...